This data is from the Open Reaction Database (ORD), a public repository of structured organic reaction records. The task is: describe an organic reaction: reactants, conditions, products, and yield Reactants: CCCCN=C=O, CCN(C(C)C)C(C)C, ClCCl, O=C(NCC(=O)N1CCNCC1)c1cc(OCC(=O)N2CCCC2C(=O)NC2CCC2)n(-c2ccccc2)n1. Product: CCCCNC(=O)N1CCN(C(=O)CNC(=O)c2cc(OCC(=O)N3CCCC3C(=O)NC3CCC3)n(-c3ccccc3)n2)CC1. As a reaction SMILES: [CH2:49]([CH2:50][CH2:51][CH3:52])[N:53]=[C:54]=[O:55].[CH:40]([N:41]([CH2:42][CH3:43])[CH:44]([CH3:45])[CH3:46])([CH3:47])[CH3:48].[Cl:56][CH2:57][Cl:58].[O:1]=[C:2]([CH2:3][NH:4][C:5](=[O:6])[c:7]1[n:8][n:9](-[c:28]2[cH:29][cH:30][cH:31][cH:32][cH:33]2)[c:10]([O:12][CH2:13][C:14](=[O:15])[N:16]2[CH:17]([C:21]([NH:22][CH:23]3[CH2:24][CH2:25][CH2:26]3)=[O:27])[CH2:18][CH2:19][CH2:20]2)[cH:11]1)[N:34]1[CH2:35][CH2:36][NH:37][CH2:38][CH2:39]1>>[O:1]=[C:2]([CH2:3][NH:4][C:5](=[O:6])[c:7]1[n:8][n:9](-[c:28]2[cH:29][cH:30][cH:31][cH:32][cH:33]2)[c:10]([O:12][CH2:13][C:14](=[O:15])[N:16]2[CH:17]([C:21]([NH:22][CH:23]3[CH2:24][CH2:25][CH2:26]3)=[O:27])[CH2:18][CH2:19][CH2:20]2)[cH:11]1)[N:34]1[CH2:35][CH2:36][N:37]([C:54]([NH:53][CH2:49][CH2:50][CH2:51][CH3:52])=[O:55])[CH2:38][CH2:39]1.